This data is from the Open Reaction Database (ORD), a public repository of structured organic reaction records. The task is: describe an organic reaction: reactants, conditions, products, and yield Starting materials: C(C)(=O)OC=1C=C(C(=O)NNC(=O)OC(C)(C)C)C=CC1OC(C)=O (1-[3,4-bis(Acetyloxy)benzoyl]-2-[(t-butyloxy)carbonyl]hydrazine). The solvent is CO (methanol), O (water). Reaction conditions: time 8 hour. Product: OC=1C=C(C(=O)NNC(=O)OC(C)(C)C)C=CC1O (1-[3,4-bis(Hydroxy)benzoyl]-2-[(t-butyloxy)-carbonyl]hydrazine). Reaction SMILES: C([O:4][C:5]1[CH:6]=[C:7]([CH:19]=[CH:20][C:21]=1[O:22]C(=O)C)[C:8]([NH:10][NH:11][C:12]([O:14][C:15]([CH3:18])([CH3:17])[CH3:16])=[O:13])=[O:9])(=O)C>CO.O>[OH:4][C:5]1[CH:6]=[C:7]([CH:19]=[CH:20][C:21]=1[OH:22])[C:8]([NH:10][NH:11][C:12]([O:14][C:15]([CH3:17])([CH3:18])[CH3:16])=[O:13])=[O:9]. Reported procedure: 1-[3,4-bis(Acetyloxy)benzoyl]-2-[(t-butyloxy)carbonyl]hydrazine (2.6 g) was dissolved in 50 ml of methanol and 5 ml of water. At 0° C., ammonia (gas) was bubbled into the solution for 10 minutes. After standing overnight in a refrigerator, the solution was evaporated, and to the remaining oil, 10 ml of dichloromethane was added. This yielded 1.5 g of the title compound, melting point 148° C. The reactants are CCN(C(C)C)C(C)C, ClC(Cl)Cl, CN(C)c1nc(Cl)nc2ccsc12, Cl, NN1CCCC1, NC1CCN(C(=O)Cc2ccc(OC(F)(F)F)cc2)C1, O, OCCO. Product: CN(C)c1nc(NC2CCN(C(=O)Cc3ccc(OC(F)(F)F)cc3)C2)nc2ccsc12. Reaction SMILES: [CH:41]([N:42]([CH2:43][CH3:44])[CH:45]([CH3:46])[CH3:47])([CH3:48])[CH3:49].[CH:50]([Cl:51])([Cl:52])[Cl:53].[Cl:7][c:8]1[n:9][c:10]([N:17]([CH3:18])[CH3:19])[c:11]2[c:12]([n:13]1)[cH:14][cH:15][s:16]2.[ClH:20].[NH2:1][N:2]1[CH2:3][CH2:4][CH2:5][CH2:6]1.[NH2:21][CH:22]1[CH2:23][N:24]([C:27]([CH2:28][c:29]2[cH:30][cH:31][c:32]([O:35][C:36]([F:37])([F:38])[F:39])[cH:33][cH:34]2)=[O:40])[CH2:25][CH2:26]1.[OH2:54].[OH:55][CH2:56][CH2:57][OH:58]>>[c:8]1([NH:21][CH:22]2[CH2:23][N:24]([C:27]([CH2:28][c:29]3[cH:30][cH:31][c:32]([O:35][C:36]([F:37])([F:38])[F:39])[cH:33][cH:34]3)=[O:40])[CH2:25][CH2:26]2)[n:9][c:10]([N:17]([CH3:18])[CH3:19])[c:11]2[c:12]([n:13]1)[cH:14][cH:15][s:16]2. Starting materials: Cc1c(Br)ccc(S(C)(=O)=O)c1C=NO, ClCCl, CC(=O)[O-], [O-]Cl, C=C(CCl)CCl, [Na+], [Na+]. The product is Cc1c(Br)ccc(S(C)(=O)=O)c1C1=NOC(CCl)(CCl)C1. RXN SMILES: [Br:9][c:10]1[c:11]([CH3:23])[c:12]([CH:13]=[N:14][OH:15])[c:16]([S:19](=[O:20])(=[O:21])[CH3:22])[cH:17][cH:18]1.[CH2:30]([Cl:31])[Cl:32].[CH3:5][C:6](=[O:7])[O-:8].[Cl:1][O-:2].[Cl:24][CH2:25][C:26](=[CH2:27])[CH2:28][Cl:29].[Na+:3].[Na+:4]>>[Br:9][c:10]1[c:11]([CH3:23])[c:12]([C:13]2=[N:14][O:15][C:26]([CH2:25][Cl:24])([CH2:28][Cl:29])[CH2:27]2)[c:16]([S:19](=[O:20])(=[O:21])[CH3:22])[cH:17][cH:18]1. Reported procedure: The product of Step d (1.10 g, 5.63 mmol, 1 eq.) was dissolved in THF at 25° C. under N2 then 1.0M LAH in THF (22.54 mL, 22.50 mmol, 4 eq.) was added dropwise via an addition funnel over 10 minutes. After the addition was complete, refluxed for 1 hour. Worked up by carefully adding water (0.86 mL)(Caution—lots of foaming and gas evolution were observed) dropwise via an addition funnel followed by 1N NaOH (3.42 mL). Stirred 20 minutes then filtered off the solids. The filtrate was stripped to giv... Run in C1CCOC1 (THF), C1CCOC1 (THF). Conditions: time 20 minute. Reactants: [H-].[H-].[H-].[H-].[Li+].[Al+3] (LAH), [OH-].[Na+] (NaOH), FC1=CC=C(C=C1)CCCNC(C)=O (1-(para-fluorophenyl)-3-(acetamido)propane), O (water). Yields the product FC1=CC=C(C=C1)CCCNCC (1-(para-fluorophenyl)-3-(ethylamino)propane). As a reaction SMILES: [F:1][C:2]1[CH:7]=[CH:6][C:5]([CH2:8][CH2:9][CH2:10][NH:11][C:12](=O)[CH3:13])=[CH:4][CH:3]=1.[H-].[H-].[H-].[H-].[Li+].[Al+3].O.[OH-].[Na+]>C1COCC1>[F:1][C:2]1[CH:3]=[CH:4][C:5]([CH2:8][CH2:9][CH2:10][NH:11][CH2:12][CH3:13])=[CH:6][CH:7]=1 |f:1.2.3.4.5.6,8.9|. Yield: 88.2%. Starting materials: BrC1=CN=C2N1C=CC(=N2)CO (3-Bromoimidazo[1,2-α]pyrimidin-7-ylmethanol), FC=1C=C(C=C(C1)B1OC(C(O1)(C)C)(C)C)C=1C(=CC=CC1)C#N (3′-fluoro-5′-(4,4,5,5-tetramethyl-[1,3,2]dioxaborolan-2-yl)biphenyl-2-carbonitrile). Yields the product FC=1C=C(C=C(C1)C1=CN=C2N1C=CC(=N2)CO)C=2C(=CC=CC2)C#N (3′-fluoro-5′-(7-hydroxymethylimidazo[1,2-α]pyrimidin-3-yl)biphenyl-2-carbonitrile). As a reaction SMILES: Br[C:2]1[N:6]2[CH:7]=[CH:8][C:9]([CH2:11][OH:12])=[N:10][C:5]2=[N:4][CH:3]=1.[F:13][C:14]1[CH:15]=[C:16]([C:29]2[C:30]([C:35]#[N:36])=[CH:31][CH:32]=[CH:33][CH:34]=2)[CH:17]=[C:18](B2OC(C)(C)C(C)(C)O2)[CH:19]=1>>[F:13][C:14]1[CH:15]=[C:16]([C:29]2[C:30]([C:35]#[N:36])=[CH:31][CH:32]=[CH:33][CH:34]=2)[CH:17]=[C:18]([C:2]2[N:6]3[CH:7]=[CH:8][C:9]([CH2:11][OH:12])=[N:10][C:5]3=[N:4][CH:3]=2)[CH:19]=1. Reported procedure: 3-Bromoimidazo[1,2-α]pyrimidin-7-ylmethanol was coupled with 3′-fluoro-5′-(4,4,5,5-tetramethyl-[1,3,2]dioxaborolan-2-yl)biphenyl-2-carbonitrile as described in Example 1 to give 3′-fluoro-5′-(7-hydroxymethylimidazo[1,2-α]pyrimidin-3-yl)biphenyl-2-carbonitrile as a yellow solid: δH (360 MHz, DMSO) 4.71 (2H, d, J 6), 5.81 (1H, t, J 6), 7.31 (1H, d, J 7), 7.63 (1H, d, J 9), 7.74-7.95 (5H, m), 8.10 (1H, d, J 8), 8.14 (1H, s), 9.26 (1H, d, J 7); m/z (ES+) 345 (M++H). The reactants are O=C1c2ccccc2C(=O)N1OCCBr, C1CCNCC1, CCC(C)=O, [I-], [Na+], [Na+], [Na+], O=C([O-])[O-]. The product is O=C1c2ccccc2C(=O)N1OCCN1CCCCC1. Reaction SMILES: [Br:7][CH2:8][CH2:9][O:10][N:11]1[C:12](=[O:21])[c:13]2[c:14]([cH:17][cH:18][cH:19][cH:20]2)[C:15]1=[O:16].[CH2:1]1[CH2:2][CH2:3][NH:4][CH2:5][CH2:6]1.[CH2:30]([C:31]([CH3:32])=[O:33])[CH3:34].[I-:29].[Na+:22].[Na+:23].[Na+:28].[O-:24][C:25](=[O:26])[O-:27]>>[CH2:1]1[CH2:2][CH2:3][N:4]([CH2:8][CH2:9][O:10][N:11]2[C:12](=[O:21])[c:13]3[c:14]([cH:17][cH:18][cH:19][cH:20]3)[C:15]2=[O:16])[CH2:5][CH2:6]1.